Dataset: the Open Reaction Database (ORD), a public repository of structured organic reaction records. Task: describe an organic reaction: reactants, conditions, products, and yield Starting materials: C1CCOC1, CC(C)[N-]C(C)C, CC(=O)O, CO, CCOC(C)=O, [Li]CCCC, CC(C)NC(C)C, O=Cc1ccncc1, Fc1cccc(F)n1, [Li+]. Yields the product OC(c1ccncc1)c1ccc(F)nc1F. Reaction SMILES: [CH2:41]1[O:42][CH2:43][CH2:44][CH2:45]1.[CH3:22][CH:23]([N-:24][CH:25]([CH3:26])[CH3:27])[CH3:28].[CH3:37][C:38](=[O:39])[OH:40].[CH3:46][OH:47].[CH3:48][CH2:49][O:50][C:51]([CH3:52])=[O:53].[CH3:8][CH2:9][CH2:10][CH2:11][Li:12].[CH:1]([NH:2][CH:3]([CH3:4])[CH3:5])([CH3:6])[CH3:7].[CH:29]([c:30]1[cH:31][cH:32][n:33][cH:34][cH:35]1)=[O:36].[F:13][c:14]1[n:15][c:16]([F:20])[cH:17][cH:18][cH:19]1.[Li+:21]>>[F:13][c:14]1[n:15][c:16]([F:20])[cH:17][cH:18][c:19]1[CH:29]([c:30]1[cH:31][cH:32][n:33][cH:34][cH:35]1)[OH:36]. The reactants are P(O)(O)=O.C(C)C(C)(C(C1=NN(C=N1)C(C1=CC=CC=C1)(C1=CC=CC=C1)C1=CC=CC=C1)Br)CC (diethyl 3-bromo-3(1-trityl-1,2,4-triazol-3-yl)propane phosphonate), [N-]=[N+]=[N-].[Na+] (sodium azide), CN(C=O)C (N,N-dimethylformamide). Reagents/catalysts: C1COCCOCCOCCOCCO1 (15-Crown-5). The solvent is O (water), O (water). Run at temperature 100 celsius. Yields the product P(O)(O)=O.C(C)C(C)(C(C1=NN(C=N1)C(C1=CC=CC=C1)(C1=CC=CC=C1)C1=CC=CC=C1)N=[N+]=[N-])CC (diethyl 3-azido-3(1-trityl-1,2,4-triazol-3-yl)propane phosphonate). Isolated yield 65.3%. As a reaction SMILES: [PH:1](=[O:4])([OH:3])[OH:2].[CH2:5]([C:7]([CH2:35][CH3:36])([CH:9](Br)[C:10]1[N:14]=[CH:13][N:12]([C:15]([C:28]2[CH:33]=[CH:32][CH:31]=[CH:30][CH:29]=2)([C:22]2[CH:27]=[CH:26][CH:25]=[CH:24][CH:23]=2)[C:16]2[CH:21]=[CH:20][CH:19]=[CH:18][CH:17]=2)[N:11]=1)[CH3:8])[CH3:6].[N-:37]=[N+:38]=[N-:39].[Na+].CN(C)C=O>C1OCCOCCOCCOCCOC1.O>[PH:1](=[O:2])([OH:4])[OH:3].[CH2:5]([C:7]([CH2:35][CH3:36])([CH:9]([N:37]=[N+:38]=[N-:39])[C:10]1[N:14]=[CH:13][N:12]([C:15]([C:28]2[CH:33]=[CH:32][CH:31]=[CH:30][CH:29]=2)([C:22]2[CH:27]=[CH:26][CH:25]=[CH:24][CH:23]=2)[C:16]2[CH:21]=[CH:20][CH:19]=[CH:18][CH:17]=2)[N:11]=1)[CH3:8])[CH3:6] |f:0.1,2.3,7.8|. Procedure: A mixture of diethyl 3-bromo-3(1-trityl-1,2,4-triazol-3-yl)propane phosphonate (1.05 g, prepared as described in Example 29), sodium azide (0.60 g), 15-Crown-5 (0.02 g), water (1.2 ml) and N,N-dimethylformamide (10 ml) was heated at 100° C. for five hours, cooled, poured into water, and extracted with ethyl acetate. The extracts were washed with water and brine, dried over magnesium sulphate, and evaporated under reduced pressure. The residue was chromatographed on silica, using dichloromethane-... The reactants are ClC1=C(C(=NC=2N1N=C(C2)C2=CC(=CC=C2)Cl)C)C(C(=O)OC)=O (methyl 2-(7-chloro-2-(3-chlorophenyl)-5-methylpyrazolo[1,5-a]pyrimidin-6-yl)-2-oxoacetate), CB1OC([C@@H]2N1CCC2)(C2=CC=CC=C2)C2=CC=CC=C2.C1(=CC=CC=C1)C ((R)-1-methyl-3,3-diphenylhexahydropyrrolo[1,2-c][1,3,2]oxazaborole toluene), C(=O)([O-])[O-].[Na+].[Na+] (Na2CO3), C(C)#N.C(=O)=O (acetonitrile dry ice). The solvent is C1(=CC=CC=C1)C (toluene), C1(=CC=CC=C1)C (toluene). Reaction conditions: temperature -40 celsius, time 2 hour. Yields the product ClC1=C(C(=NC=2N1N=C(C2)C2=CC(=CC=C2)Cl)C)[C@@H](C(=O)OC)O ((S)-methyl 2-(7-chloro-2-(3-chlorophenyl)-5-methylpyrazolo[1,5-a]pyrimidin-6-yl)-2-hydroxyacetate). Isolated yield 82.9%. RXN SMILES: [Cl:1][C:2]1[N:7]2[N:8]=[C:9]([C:11]3[CH:16]=[CH:15][CH:14]=[C:13]([Cl:17])[CH:12]=3)[CH:10]=[C:6]2[N:5]=[C:4]([CH3:18])[C:3]=1[C:19](=[O:24])[C:20]([O:22][CH3:23])=[O:21].CB1N2CCC[C@@H]2C(C2C=CC=CC=2)(C2C=CC=CC=2)O1.C1(C)C=CC=CC=1.C(#N)C.C(=O)=O.C([O-])([O-])=O.[Na+].[Na+]>C1(C)C=CC=CC=1>[Cl:1][C:2]1[N:7]2[N:8]=[C:9]([C:11]3[CH:16]=[CH:15][CH:14]=[C:13]([Cl:17])[CH:12]=3)[CH:10]=[C:6]2[N:5]=[C:4]([CH3:18])[C:3]=1[C@H:19]([OH:24])[C:20]([O:22][CH3:23])=[O:21] |f:1.2,3.4,5.6.7|. Reported procedure: To a stirred solution of methyl 2-(7-chloro-2-(3-chlorophenyl)-5-methylpyrazolo[1,5-a]pyrimidin-6-yl)-2-oxoacetate (1.8 g, 4.94 mmol) in anhydrous toluene (30 mL) was added 1.1M (R)-1-methyl-3,3-diphenylhexahydropyrrolo[1,2-c][1,3,2]oxazaborole/toluene (1.797 mL, 1.977 mmol). The mixture was cooled to −40° C. (acetonitrile/dry ice bath) and a solution of 50% (by weight) catechoborane in toluene (1.695 mL, 6.92 mmol) was added over 30 min. After stirred at −45-−35° C. for 2 hrs, the reaction mixt... Starting materials: ClC=1C=C(C=C(C1)Cl)C(C(=O)OC)C(=O)OC (1,3-dimethyl 2-(3,5-dichlorophenyl)propanedioate), ClCCl (dichloromethane), [OH-].[Na+] (sodium hydroxide), Cl (hydrochloric acid). Solvent: CO (methanol), O (water). Reaction conditions: time 18 hour. Yields the product ClC=1C=C(C=C(C1)Cl)C(C(=O)O)C(=O)O (2-(3,5-dichlorophenyl)propanedioic Acid). As a reaction SMILES: [Cl:1][C:2]1[CH:3]=[C:4]([CH:9]([C:14]([O:16]C)=[O:15])[C:10]([O:12]C)=[O:11])[CH:5]=[C:6]([Cl:8])[CH:7]=1.[OH-].[Na+].Cl.ClCCl>CO.O>[Cl:1][C:2]1[CH:3]=[C:4]([CH:9]([C:10]([OH:12])=[O:11])[C:14]([OH:16])=[O:15])[CH:5]=[C:6]([Cl:8])[CH:7]=1 |f:1.2|. Procedure details: The crude 1,3-dimethyl 2-(3,5-dichlorophenyl)propanedioate form Step A was taken up in methanol (150 mL) and water (300 mL). To this mixture was added 50% aqueous sodium hydroxide (120 g, 1.5 mol) over 30 min at room temperature. The reaction mixture was stirred at room temperature for 18 hours and then cooled to 10° C. in an ice bath. The mixture was acidified with concentrated hydrochloric acid (135 mL of 37%) over 30 min while maintaining the temperature of the reaction mixture at less than 1... The reactants are C(C)(=O)C1=CC(=C(C=C1)N1CCN(CC1)C(=O)C=1C=C(C(=O)O)C=CC1N1CCOCC1)F (3-[4-(4-Acetyl-2-fluoro-phenyl)-piperazine-1-carbonyl]-4-morpholin-4-yl-benzoic acid), CNC (dimethylamine). Product: C(C)(=O)C1=CC(=C(C=C1)N1CCN(CC1)C(=O)C=1C=C(C(=O)N(C)C)C=CC1N1CCOCC1)F (3-[4-(4-Acetyl-2-fluoro-phenyl)-piperazine-1-carbonyl]-N,N-dimethyl-4-morpholin-4-yl-benzamide). RXN SMILES: [C:1]([C:4]1[CH:9]=[CH:8][C:7]([N:10]2[CH2:15][CH2:14][N:13]([C:16]([C:18]3[CH:19]=[C:20]([CH:24]=[CH:25][C:26]=3[N:27]3[CH2:32][CH2:31][O:30][CH2:29][CH2:28]3)[C:21]([OH:23])=O)=[O:17])[CH2:12][CH2:11]2)=[C:6]([F:33])[CH:5]=1)(=[O:3])[CH3:2].[CH3:34][NH:35][CH3:36]>>[C:1]([C:4]1[CH:9]=[CH:8][C:7]([N:10]2[CH2:11][CH2:12][N:13]([C:16]([C:18]3[CH:19]=[C:20]([CH:24]=[CH:25][C:26]=3[N:27]3[CH2:32][CH2:31][O:30][CH2:29][CH2:28]3)[C:21]([N:35]([CH3:36])[CH3:34])=[O:23])=[O:17])[CH2:14][CH2:15]2)=[C:6]([F:33])[CH:5]=1)(=[O:3])[CH3:2]. Procedure details: The title compound was prepared according to the procedure described for example K/step2 from 3-[4-(4-Acetyl-2-fluoro-phenyl)-piperazine-1-carbonyl]-4-morpholin-4-yl-benzoic acid and dimethylamine (44%, yellow solid, MS (m/e): 483.2 (M+H, 100%) Reported procedure: Alternatively, the 2,3-trans-1,2,3,4-tetrahydro-5-[2-hydroxy-3-(alkylamino)propoxy]-2,3-naphthalenediol of formula II can be prepared from a 5,8-dihydro-1-naphthol of formula IX by mixing a cooled solution (temperature less than about 30° C.) of 5,8-dihydro-1-naphthol in ethyl acetate with m-chloroperbenzoic acid and mixing the resulting slurry with a mixture of ethyl ether and aqueous sodium bicarbonate, to form a 5,6,7,8-tetrahydro-6,7-epoxy-1-naphthol having the formula ##STR17## A 5,6,7,8-te... The reactants are C1(=CC=CC=2CC=CCC12)O (5,8-dihydro-1-naphthol), ClC1=CC(=CC=C1)C(=O)OO (m-chloroperbenzoic acid), 2,3-trans-1,2,3,4-tetrahydro-5-[2-hydroxy-3-(alkylamino)propoxy]-2,3-naphthalenediol, formula II, C1(=CC=CC=2CC=CCC12)O (5,8-dihydro-1-naphthol), formula IX, C(C)OCC (ethyl ether), C([O-])(O)=O.[Na+] (sodium bicarbonate). RXN SMILES: [C:1]1([OH:11])[C:10]2[CH2:9][CH:8]=[CH:7][CH2:6][C:5]=2[CH:4]=[CH:3][CH:2]=1.ClC1C=CC=C(C(OO)=[O:20])C=1.C(OCC)C.C(=O)(O)[O-].[Na+]>C(OCC)(=O)C.O1CCCC1>[O:20]1[CH:8]2[CH:7]1[CH2:6][C:5]1[CH:4]=[CH:3][CH:2]=[C:1]([OH:11])[C:10]=1[CH2:9]2 |f:3.4|. The solvent is C(C)(=O)OCC (ethyl acetate), O1CCCC1 (tetrahydrofuran). Product: O1C2CC=3C=CC=C(C3CC21)O (5,6,7,8-tetrahydro-6,7-epoxy-1-naphthol), formula XVI. The reactants are C(C1=CC=CC=C1)(=O)OC[C@H]1OCC(S1)N1C(=O)N=C(NC(C2=CC=CC=C2)=O)C=C1 ((S)-benzoyloxymethyl-4-(R,S)—(N-benzoylcytosin-1-yl)-1,3-oxathiolane). Solvent: CO (methanol). Reaction conditions: time 8 hour. The product is C(C1=CC=CC=C1)(=O)OC[C@H]1OC[C@H](S1)N1C(=O)N=C(NC(C2=CC=CC=C2)=O)C=C1 (2-(S)-benzoyloxymethyl-4-(S)—(N-benzoylcytosin-1-yl)-1,3-oxathiolane). As a reaction SMILES: [C:1]([O:9][CH2:10][C@@H:11]1[S:15][CH:14]([N:16]2[CH:31]=[CH:30][C:20]([NH:21][C:22](=[O:29])[C:23]3[CH:28]=[CH:27][CH:26]=[CH:25][CH:24]=3)=[N:19][C:17]2=[O:18])[CH2:13][O:12]1)(=[O:8])[C:2]1[CH:7]=[CH:6][CH:5]=[CH:4][CH:3]=1>CO>[C:1]([O:9][CH2:10][C@@H:11]1[S:15][C@H:14]([N:16]2[CH:31]=[CH:30][C:20]([NH:21][C:22](=[O:29])[C:23]3[CH:28]=[CH:27][CH:26]=[CH:25][CH:24]=3)=[N:19][C:17]2=[O:18])[CH2:13][O:12]1)(=[O:8])[C:2]1[CH:7]=[CH:6][CH:5]=[CH:4][CH:3]=1. Procedure details: To the crude (S)-benzoyloxymethyl-4-(R,S)—(N-benzoylcytosin-1-yl)-1,3-oxathiolane (13.95 g) in a 250 mL round bottom flask, was added approximately 14.0 times (by volume) methanol (194.6 mL) and the mixture was refluxed till a clear solution could be seen. This was then allowed to cool without stirring overnight. The resulting crystallized product was then filtered, followed by washing with methanol (50 mL). Once all the mother liquor and the subsequent washing had passed through, the resulting ...